This data is from the Open Reaction Database (ORD), a public repository of structured organic reaction records. The task is: describe an organic reaction: reactants, conditions, products, and yield Run in N1=CC=CC=C1 (pyridine). Yields the product ClC1=C(C=C(C=C1)NC=1NC(=NN1)C=1C=C(C=CC1)O)C(F)(F)F (3-[5-(4-chloro-3-trifluoromethyl-phenylamino)-4H[1,2,4]triazol-3-yl]-phenol). The reactants are OC=1C=C(C(=O)NN)C=CC1 (3-hydroxybenzoic acid hydrazide), I.CSC(NC1=CC(=C(C=C1)Cl)C(F)(F)F)=N (S-methyl N-[4-chloro-3-(trifluoromethyl)phenyl]isothiourea hydroiodide), ice water. As a reaction SMILES: [OH:1][C:2]1[CH:3]=[C:4]([CH:9]=[CH:10][CH:11]=1)[C:5]([NH:7][NH2:8])=O.I.CS[C:15](=[NH:28])[NH:16][C:17]1[CH:22]=[CH:21][C:20]([Cl:23])=[C:19]([C:24]([F:27])([F:26])[F:25])[CH:18]=1>N1C=CC=CC=1>[Cl:23][C:20]1[CH:21]=[CH:22][C:17]([NH:16][C:15]2[NH:28][C:5]([C:4]3[CH:3]=[C:2]([OH:1])[CH:11]=[CH:10][CH:9]=3)=[N:7][N:8]=2)=[CH:18][C:19]=1[C:24]([F:25])([F:26])[F:27] |f:1.2|. Yield: 31.3%. Procedure details: 3-hydroxybenzoic acid hydrazide (2.98 g, 19.58 mmol) and S-methyl N-[4-chloro-3-(trifluoromethyl)phenyl]isothiourea hydroiodide (7.78 g, 19.63 mmol) were suspended in 40 mL of anhydrous pyridine. The reaction mixture was refluxed for 18 hours, during which time it changed color from yellow into dark-red. Then it was cooled down to ambient temperature and poured with stirring into 250 mL of ice-water. The aqueous solution was decanted and the oily residue was purified by silica gel chromatography... Solvent: N1=CC=CC=C1 (pyridine), C1CCOC1 (THF). Reaction conditions: temperature 25 celsius, time 30 minute. The reactants are NC=1C=C2C(=C(C=NC2=CC1)C#N)NC1=CC(=CC=C1)Br (6-amino-4-[(3-bromophenyl)amino]-quinoline-3-carbonitrile), C(=O)(O)[O-].[Na+] (NaHCO3), ice, COC[C@H]1N(CCC1)CC#CC(=O)O (4-((2S)-2-methoxymethylpyrrolidin-1-yl)but-2-ynoic acid), CN1CCOCC1 (N-methylmorpholine), ClC(=O)OCC(C)C (isobutyl chloroformate), ice water. Reported procedure: To an ice cold solution of 1.46 g (7.40 mmol) of 4-((2S)-2-methoxymethylpyrrolidin-1-yl)but-2-ynoic acid in 85 mL of THF under N2 was added 0.897 g (8.88 mmol) of N-methylmorpholine and 0.811 g (5.92 mmol) of isobutyl chloroformate. After stirring in the cold for 30 min, a solution of 1.00 g (2.96 mmol) of 6-amino-4-[(3-bromophenyl)amino]-quinoline-3-carbonitrile in 8 mL of pyridine was added dropwise. The reaction was slowly warmed to 25° C. over 3 h. The reaction was poured into ice water, sat... As a reaction SMILES: [CH3:1][O:2][CH2:3][C@@H:4]1[CH2:8][CH2:7][CH2:6][N:5]1[CH2:9][C:10]#[C:11][C:12]([OH:14])=O.CN1CCOCC1.ClC(OCC(C)C)=O.[NH2:30][C:31]1[CH:32]=[C:33]2[C:38](=[CH:39][CH:40]=1)[N:37]=[CH:36][C:35]([C:41]#[N:42])=[C:34]2[NH:43][C:44]1[CH:49]=[CH:48][CH:47]=[C:46]([Br:50])[CH:45]=1.C([O-])(O)=O.[Na+]>C1COCC1.N1C=CC=CC=1>[Br:50][C:46]1[CH:45]=[C:44]([NH:43][C:34]2[C:33]3[C:38](=[CH:39][CH:40]=[C:31]([NH:30][C:12](=[O:14])[C:11]#[C:10][CH2:9][N:5]4[CH2:6][CH2:7][CH2:8][C@H:4]4[CH2:3][O:2][CH3:1])[CH:32]=3)[N:37]=[CH:36][C:35]=2[C:41]#[N:42])[CH:49]=[CH:48][CH:47]=1 |f:4.5|. Product: BrC=1C=C(C=CC1)NC1=C(C=NC2=CC=C(C=C12)NC(C#CCN1[C@@H](CCC1)COC)=O)C#N (4-((2S)-2-Methoxymethylpyrrolidin-1-yl)but-2-ynoic Acid[4-(3-bromophenylamino)-3-cyanoquinolin-6-yl]amide). Reactants: C1CCOC1, CN, O, CCOC(=O)C1CCN(C(=O)OC(C)(C)C)C1c1cc(C)nc(-n2ccnc2)n1. Yields the product CNC(=O)C1CCN(C(=O)OC(C)(C)C)C1c1cc(C)nc(-n2ccnc2)n1. Reaction SMILES: [CH2:33]1[O:34][CH2:35][CH2:36][CH2:37]1.[CH3:1][NH2:2].[OH2:32].[n:3]1(-[c:8]2[n:9][c:10]([CH3:31])[cH:11][c:12]([CH:14]3[N:15]([C:24](=[O:25])[O:26][C:27]([CH3:28])([CH3:29])[CH3:30])[CH2:16][CH2:17][CH:18]3[C:19]([O:21][CH2:20][CH3:22])=[O:23])[n:13]2)[cH:4][n:5][cH:6][cH:7]1>>[CH3:1][NH:2][C:19]([CH:18]1[CH:14]([c:12]2[cH:11][c:10]([CH3:31])[n:9][c:8](-[n:3]3[cH:4][n:5][cH:6][cH:7]3)[n:13]2)[N:15]([C:24](=[O:25])[O:26][C:27]([CH3:28])([CH3:29])[CH3:30])[CH2:16][CH2:17]1)=[O:21]. Reactants: [OH-].[K+] (potassium hydroxide), C(CC(O)(C(=O)O)CC(=O)O)(=O)O (citric acid), CNC1=CC=C(C(=N1)C(=O)OC)O (methyl 6-methylamino-3-hydroxypicolinate), CS(=O)(=O)C1=NC(=CC(=N1)OC)OC (2-methylsulfonyl-4,6-dimethoxypyrimidine), C([O-])([O-])=O.[K+].[K+] (potassium carbonate). The solvent is O (water), CS(=O)C (dimethylsulfoxide). Reaction conditions: time 5 hour. The product is COC1=NC(=NC(=C1)OC)OC=1C(=NC(=CC1)NC)C(=O)O (3-[(4,6-dimethoxypyrimidin-2-yl)oxy]-6-methylaminopicolinic acid). Isolated yield 84.0%. RXN SMILES: [CH3:1][NH:2][C:3]1[N:8]=[C:7]([C:9]([O:11]C)=[O:10])[C:6]([OH:13])=[CH:5][CH:4]=1.CS([C:18]1[N:23]=[C:22]([O:24][CH3:25])[CH:21]=[C:20]([O:26][CH3:27])[N:19]=1)(=O)=O.C(=O)([O-])[O-].[K+].[K+].[OH-].[K+].C(O)(=O)CC(CC(O)=O)(C(O)=O)O>O.CS(C)=O>[CH3:27][O:26][C:20]1[CH:21]=[C:22]([O:24][CH3:25])[N:23]=[C:18]([O:13][C:6]2[C:7]([C:9]([OH:11])=[O:10])=[N:8][C:3]([NH:2][CH3:1])=[CH:4][CH:5]=2)[N:19]=1 |f:2.3.4,5.6|. Procedure details: 10.5 mg (0.0576 mmol) of methyl 6-methylamino-3-hydroxypicolinate, 11.6 mg (0.0532 mmol) of 2-methylsulfonyl-4,6-dimethoxypyrimidine, 8.8 mg (0.637 mmol) of potassium carbonate and 0.5 ml of dry dimethylsulfoxide were mixed. The mixture was stirred at room temperature for 5 hours, and then a 10% potassium hydroxide aqueous solution (corresponding to 90 mg, 0.160 mmol) was added thereto. The mixture was reacted at room temperature for one hour, and then 2.0 ml of water was added to the reaction m... Reactants: product, ClC1=NC(=CC=C1[N+](=O)[O-])OC (2-chloro-3-nitro-6-methoxypyridine), CC1NC(CC1)C (2,5-dimethylpyrrolidine). The solvent is C(C)O (ethanol). Product: CC1N(C(CC1)C)C1=NC(=CC=C1[N+](=O)[O-])OC (2-(2,5-dimethylpyrrolidin-1-yl)-6-methoxy-3-nitropyridine). Reaction SMILES: Cl[C:2]1[C:7]([N+:8]([O-:10])=[O:9])=[CH:6][CH:5]=[C:4]([O:11][CH3:12])[N:3]=1.[CH3:13][CH:14]1[CH2:18][CH2:17][CH:16]([CH3:19])[NH:15]1>C(O)C>[CH3:13][CH:14]1[CH2:18][CH2:17][CH:16]([CH3:19])[N:15]1[C:2]1[C:7]([N+:8]([O-:10])=[O:9])=[CH:6][CH:5]=[C:4]([O:11][CH3:12])[N:3]=1. Procedure details: 4 g (0.0212 mol) of the product 2-chloro-3-nitro-6-methoxypyridine, 40 ml of ethanol and 4.2 g (0.042 mol) of 2,5-dimethylpyrrolidine were placed in a fully equipped round-bottomed flask. The reactants are ClC1=NC(=CC2=C1C(=CN2CCCOC)C)C(=O)N(C)OC (4-Chloro-N-methoxy-1-(3-methoxypropyl)-N,3-dimethyl-1H-pyrrolo[3,2-c]pyridine-6-carboxamide), C[Mg]Br (methylmagnesium bromide). Product: ClC1=NC(=CC2=C1C(=CN2CCCOC)C)C(C)=O (1-[4-chloro-1-(3-methoxypropyl)-3-methyl-1H-pyrrolo[3,2-c]pyridin-6-yl]ethanone). RXN SMILES: [Cl:1][C:2]1[C:7]2[C:8]([CH3:16])=[CH:9][N:10]([CH2:11][CH2:12][CH2:13][O:14][CH3:15])[C:6]=2[CH:5]=[C:4]([C:17](N(OC)C)=[O:18])[N:3]=1.[CH3:23][Mg]Br>>[Cl:1][C:2]1[C:7]2[C:8]([CH3:16])=[CH:9][N:10]([CH2:11][CH2:12][CH2:13][O:14][CH3:15])[C:6]=2[CH:5]=[C:4]([C:17](=[O:18])[CH3:23])[N:3]=1. Reported procedure: 4-Chloro-N-methoxy-1-(3-methoxypropyl)-N,3-dimethyl-1H-pyrrolo[3,2-c]pyridine-6-carboxamide and methylmagnesium bromide were treated in the similar manner to Reference Example 6(5) to give 1-[4-chloro-1-(3-methoxypropyl)-3-methyl-1H-pyrrolo[3,2-c]pyridin-6-yl]ethanone [REx(105-8)] as a colorless powder. Starting materials: alcohol, C1(=CC=CC=C1)OC1=CC=CC=C1 (diphenyl ether), CN1N=C(C=C1)NC=C1C(=CC=CC1=O)CCC(=O)OCC (2-[[(1-methyl-1H-pyrazol-3-yl)amino]methylene]-3-oxobenzenepropanoic acid, ethyl ester). Yields the product OC=1C=2C(N=CC1C(=O)C1=CC=CC=C1)=NN(C2)C ((4-hydroxy-2-methyl-2H-pyrazolo[3,4-b]-pyridin-5-yl)phenylmethanone). RXN SMILES: [CH3:1][N:2]1[CH:6]=[CH:5][C:4]([NH:7][CH:8]=[C:9]2[C:14](=[O:15])[CH:13]=[CH:12][CH:11]=[C:10]2[CH2:16][CH2:17]C(OCC)=O)=[N:3]1.[C:23]1([O:29]C2C=CC=CC=2)C=CC=CC=1>>[OH:29][C:23]1[C:5]2[C:4](=[N:3][N:2]([CH3:1])[CH:6]=2)[N:7]=[CH:8][C:9]=1[C:14]([C:13]1[CH:12]=[CH:11][CH:10]=[CH:16][CH:17]=1)=[O:15]. Reported procedure: 310 g. of 2-[[(1-methyl-1H-pyrazol-3-yl)amino]methylene]-3-oxobenzenepropanoic acid, ethyl ester (1.04 mol.) are heated with stirring for 15 minutes at 250° in 1 liter of diphenyl ether, while the alcohol formed is continuously distilled off. The solution is cooled and the diphenyl ether removed in vacuo. The residue is crystallized with methanol to obtain (4-hydroxy-2-methyl-2H-pyrazolo[3,4-b]-pyridin-5-yl)phenylmethanone, yield 156 g. (59.2%); m.p. 286°-290° (DMF). Starting materials: CSc1ccc(B(O)O)cc1, CCO, CC(C)(O)CCOc1c(Br)cnn(-c2ccc(F)c(F)c2)c1=O, [K+], [K+], O=C([O-])[O-], Cl[Pd]Cl, c1ccc(P(c2ccccc2)c2ccccc2)cc1, c1ccc(P(c2ccccc2)c2ccccc2)cc1. The product is CSc1ccc(-c2cnn(-c3ccc(F)c(F)c3)c(=O)c2OCCC(C)(C)O)cc1. RXN SMILES: [CH3:24][S:25][c:26]1[cH:27][cH:28][c:29]([B:32]([OH:33])[OH:34])[cH:30][cH:31]1.[CH3:41][CH2:42][OH:43].[F:1][c:2]1[cH:3][c:4](-[n:9]2[n:10][cH:11][c:12]([Br:23])[c:13]([O:16][CH2:17][CH2:18][C:19]([CH3:20])([CH3:21])[OH:22])[c:14]2=[O:15])[cH:5][cH:6][c:7]1[F:8].[K+:35].[K+:36].[O-:37][C:38]([O-:39])=[O:40].[Pd:44]([Cl:45])[Cl:46].[c:47]1([P:48]([c:49]2[cH:50][cH:51][cH:52][cH:53][cH:54]2)[c:55]2[cH:56][cH:57][cH:58][cH:59][cH:60]2)[cH:61][cH:62][cH:63][cH:64][cH:65]1.[c:66]1([P:67]([c:68]2[cH:69][cH:70][cH:71][cH:72][cH:73]2)[c:74]2[cH:75][cH:76][cH:77][cH:78][cH:79]2)[cH:80][cH:81][cH:82][cH:83][cH:84]1>>[F:1][c:2]1[cH:3][c:4](-[n:9]2[n:10][cH:11][c:12](-[c:29]3[cH:28][cH:27][c:26]([S:25][CH3:24])[cH:31][cH:30]3)[c:13]([O:16][CH2:17][CH2:18][C:19]([CH3:20])([CH3:21])[OH:22])[c:14]2=[O:15])[cH:5][cH:6][c:7]1[F:8]. Starting materials: CO, O=C[O-], CC(C)O, Cl, CCC(=O)Nc1c(-c2ccccn2)cc(Br)cc1S(=O)(=O)NC(CCCc1ccc(N)nc1)C(=O)C1CNCCC1CC, [NH4+]. The product is Cl, CCC(=O)Nc1c(-c2ccccn2)cccc1S(=O)(=O)NC(CCCc1ccc(N)nc1)C(=O)C1CNCCC1CC. As a reaction SMILES: [CH3:49][OH:50].[CH:44]([O-:45])=[O:46].[CH:51]([OH:52])([CH3:53])[CH3:54].[ClH:48].[NH2:1][c:2]1[cH:3][cH:4][c:5]([CH2:8][CH2:9][CH2:10][CH:11]([C:12](=[O:13])[CH:14]2[CH2:15][NH:16][CH2:17][CH2:18][CH:19]2[CH2:20][CH3:21])[NH:22][S:23](=[O:24])(=[O:25])[c:26]2[c:27]([NH:39][C:40]([CH2:41][CH3:42])=[O:43])[c:28](-[c:33]3[n:34][cH:35][cH:36][cH:37][cH:38]3)[cH:29][c:30]([Br:32])[cH:31]2)[cH:6][n:7]1.[NH4+:47]>>[ClH:48].[NH2:1][c:2]1[cH:3][cH:4][c:5]([CH2:8][CH2:9][CH2:10][CH:11]([C:12](=[O:13])[CH:14]2[CH2:15][NH:16][CH2:17][CH2:18][CH:19]2[CH2:20][CH3:21])[NH:22][S:23](=[O:24])(=[O:25])[c:26]2[c:27]([NH:39][C:40]([CH2:41][CH3:42])=[O:43])[c:28](-[c:33]3[n:34][cH:35][cH:36][cH:37][cH:38]3)[cH:29][cH:30][cH:31]2)[cH:6][n:7]1. Reagents/catalysts: C1=CC=C(C=C1)P([C-]2C=CC=C2)C3=CC=CC=C3.C1=CC=C(C=C1)P([C-]2C=CC=C2)C3=CC=CC=C3.Cl[Pd]Cl.[Fe+2] (Pd(dppf)Cl2), C1=CC=C(C=C1)P([C-]2C=CC=C2)C3=CC=CC=C3.C1=CC=C(C=C1)P([C-]2C=CC=C2)C3=CC=CC=C3.Cl[Pd]Cl.[Fe+2] (Pd(dppf)Cl2). RXN SMILES: CC1(C)C(C)(C)OB([C:9]2[CH:10]=[CH:11][C:12]([OH:15])=[N:13][CH:14]=2)O1.Br[C:18]1[CH:19]=[C:20]([O:25][C@@H:26]([C:28]2[CH:33]=[C:32]([F:34])[CH:31]=[CH:30][C:29]=2[N:35]2[N:39]=[CH:38][CH:37]=[N:36]2)[CH3:27])[C:21]([NH2:24])=[N:22][CH:23]=1.[F-].[Cs+].B([O-])[O-]>CO.C1C=CC(P(C2C=CC=CC=2)[C-]2C=CC=C2)=CC=1.C1C=CC(P(C2C=CC=CC=2)[C-]2C=CC=C2)=CC=1.Cl[Pd]Cl.[Fe+2]>[NH2:24][C:21]1[N:22]=[CH:23][C:18]([C:9]2[CH:14]=[N:13][C:12]([OH:15])=[CH:11][CH:10]=2)=[CH:19][C:20]=1[O:25][C@@H:26]([C:28]1[CH:33]=[C:32]([F:34])[CH:31]=[CH:30][C:29]=1[N:35]1[N:39]=[CH:38][CH:37]=[N:36]1)[CH3:27] |f:2.3,6.7.8.9|. The reactants are CC1(OB(OC1(C)C)C=1C=CC(=NC1)O)C (5-(4,4,5,5-tetramethyl-1,3,2-dioxaborolan-2-yl)pyridin-2-ol), BrC=1C=C(C(=NC1)N)O[C@H](C)C1=C(C=CC(=C1)F)N1N=CC=N1 ((R)-5-bromo-3-(1-(5-fluoro-2-(2H-1,2,3-triazol-2-yl)phenyl)ethoxy)pyridin-2-amine), 45, [F-].[Cs+] (CsF), B([O-])[O-] (boronate). The solvent is CO (MeOH). Product: NC1=C(C=C(C=N1)C=1C=NC(=CC1)O)O[C@H](C)C1=C(C=CC(=C1)F)N1N=CC=N1 (6′-amino-5′-{(1R)-1-[5-fluoro-2-(2H-1,2,3-triazol-2-yl)phenyl]ethoxy}-3,3′-bipyridin-6-ol). Procedure: A mixture of the 5-(4,4,5,5-tetramethyl-1,3,2-dioxaborolan-2-yl)pyridin-2-ol (470 mg, 2.13 mmol), (R)-5-bromo-3-(1-(5-fluoro-2-(2H-1,2,3-triazol-2-yl)phenyl)ethoxy)pyridin-2-amine of preparation 45 (510 mg, 1.35 mmol) and CsF (724 mg, 4.72 mmol) were taken up in MeOH (13 mL). The mixture was thoroughly degassed before Pd(dppf)Cl2 (55 mg, 0.067 mmol) was added and the mixture was heated in the microwave at 120° C. for 2 hr. LCMS showed the presence of starting materials. Additional portions of Pd... Conditions: temperature 120 celsius.